From a dataset of the Open Reaction Database (ORD), a public repository of structured organic reaction records. describe an organic reaction: reactants, conditions, products, and yield Starting materials: CC(C)(C)OC(=O)N1CCc2ccc(Cl)c(SCc3ccc(C(=O)Cl)c(F)c3)c2CC1, CCC(C)N, ClCCl. Yields the product CCC(C)NC(=O)c1ccc(CSc2c(Cl)ccc3c2CCN(C(=O)OC(C)(C)C)CC3)cc1F. RXN SMILES: [C:1]([CH3:2])([CH3:3])([CH3:4])[O:5][C:6](=[O:7])[N:8]1[CH2:9][CH2:10][c:11]2[c:12]([c:15]([S:20][CH2:21][c:22]3[cH:23][c:24]([F:31])[c:25]([C:28](=[O:29])[Cl:30])[cH:26][cH:27]3)[c:16]([Cl:19])[cH:17][cH:18]2)[CH2:13][CH2:14]1.[CH:32]([CH3:33])([CH2:34][CH3:35])[NH2:36].[Cl:37][CH2:38][Cl:39]>>[C:1]([CH3:2])([CH3:3])([CH3:4])[O:5][C:6](=[O:7])[N:8]1[CH2:9][CH2:10][c:11]2[c:12]([c:15]([S:20][CH2:21][c:22]3[cH:23][c:24]([F:31])[c:25]([C:28](=[O:29])[NH:36][CH:32]([CH3:33])[CH2:34][CH3:35])[cH:26][cH:27]3)[c:16]([Cl:19])[cH:17][cH:18]2)[CH2:13][CH2:14]1.